Dataset: the Open Reaction Database (ORD), a public repository of structured organic reaction records. Task: describe an organic reaction: reactants, conditions, products, and yield Reactants: solution, [F-].C(CCC)[N+](CCCC)(CCCC)CCCC (tetrabutylammoniumfluoride), C(C)(C)(C)C1=CC=C(C=C1)NC(N[C@H](C)C1=CC(=C(C=C1)NS(=O)(=O)C)C#C[Si](C)(C)C)=O ((R)—N-(4-{1-[3-(4-tert-Butyl-phenyl)ureido]ethyl}-2-trimethylsilanylethynyl-phenyl)methanesulfonamide). Solvent: C1CCOC1 (THF), C1CCOC1 (THF). Conditions: temperature 0 celsius, time 1.5 hour. The product is C(C)(C)(C)C1=CC=C(C=C1)NC(N[C@H](C)C1=CC(=C(C=C1)NS(=O)(=O)C)C#C)=O ((R)—N-(4-{1-[3-(4-tert-Butylphenyl)ureido]ethyl}-2-ethynylphenyl)methanesulfonamide). The yield is 73.6%. As a reaction SMILES: [C:1]([C:5]1[CH:10]=[CH:9][C:8]([NH:11][C:12](=[O:33])[NH:13][C@@H:14]([C:16]2[CH:21]=[CH:20][C:19]([NH:22][S:23]([CH3:26])(=[O:25])=[O:24])=[C:18]([C:27]#[C:28][Si](C)(C)C)[CH:17]=2)[CH3:15])=[CH:7][CH:6]=1)([CH3:4])([CH3:3])[CH3:2].[F-].C([N+](CCCC)(CCCC)CCCC)CCC>C1COCC1>[C:1]([C:5]1[CH:10]=[CH:9][C:8]([NH:11][C:12](=[O:33])[NH:13][C@@H:14]([C:16]2[CH:21]=[CH:20][C:19]([NH:22][S:23]([CH3:26])(=[O:24])=[O:25])=[C:18]([C:27]#[CH:28])[CH:17]=2)[CH3:15])=[CH:7][CH:6]=1)([CH3:4])([CH3:3])[CH3:2] |f:1.2|. Procedure: (R)—N-(4-{1-[3-(4-tert-Butyl-phenyl)ureido]ethyl}-2-trimethylsilanylethynyl-phenyl)methanesulfonamide (11 mg, 0.023 mmol) was dissolved in THF. The reaction mixture was cooled down to 0° C. 1.0 M solution of tetrabutylammoniumfluoride in THF (0.068 ml, 0.068 mmol, 3 eq.) was added into the reaction mixture. The reaction mixture was stirred for 1.5 hrs. The reaction mixture was concentrated in vacuo and purified with column chromatography (n-Hx:EA=1:1) to yield title compound (7.0 mg, 74%) as a s... Starting materials: BrC1=NC(=CC=C1)Br (2,6-Dibromopyridine), [H-].[Na+] (Sodium hydride), ice, CC1(OC[C@H](O1)CO)C ((R)-(−)-1,2-O-isopropylideneglycerol). Procedure: Sodium hydride (1.62 g, 60% dispersion in mineral oil, 40.5 mmol) was added portionwise to an ice-cooled solution of (R)-(−)-1,2-O-isopropylideneglycerol (4.86 g, 36.8 mmol) in toluene (100 ml), and once addition was complete, the solution was allowed to warm to room temperature and stirred for 30 minutes. 2,6-Dibromopyridine (8.72 g, 36.8 mmol) was added, and the reaction heated under reflux for 5 hours. The cooled mixture was diluted with water, the layers separated, and the aqueous phase extr... Run in C1(=CC=CC=C1)C (toluene), O (water). Reaction SMILES: [H-].[Na+].[CH3:3][C:4]1([CH3:11])[O:8][C@H:7]([CH2:9][OH:10])[CH2:6][O:5]1.[Br:12][C:13]1[CH:18]=[CH:17][CH:16]=[C:15](Br)[N:14]=1>C1(C)C=CC=CC=1.O>[Br:12][C:13]1[CH:18]=[CH:17][CH:16]=[C:15]([O:10][CH2:9][C@@H:7]2[CH2:6][O:5][C:4]([CH3:11])([CH3:3])[O:8]2)[N:14]=1 |f:0.1|. Run at time 30 minute. Product: BrC1=NC(=CC=C1)OC[C@H]1OC(OC1)(C)C (2-Bromo-6-{[(4R)-2,2-dimethyl-1,3-dioxolan-4-yl]methoxy}pyridine). Starting materials: C12CN(CC(CNC1)C2)C(=O)OC(C)(C)C (tert-Butyl 3,7-diazabicyclo[3.3.1]nonane-3-carboxylate), C(C)(C)(C)C1=CC=C(C=C1)OCC1OC1 (4-tert-Butyl-1-(2-oxiranylmethoxy)benzene). Solvent: CC(C)O (2-propanol), O (water), hexanes. Reaction conditions: temperature 60 celsius, time 18 hour. Product: C(C)(C)(C)C1=CC=C(OCC(CN2CC3CN(CC(C2)C3)C(=O)OC(C)(C)C)O)C=C1 (tert-Butyl 7-[3-(4-tert-butylphenoxy)-2-hydroxypropyl]-3,7-diazabicyclo[3.3.1]nonane-3-carboxylate). Isolated yield 6.7%. Reaction SMILES: [CH:1]12[CH2:9][CH:5]([CH2:6][NH:7][CH2:8]1)[CH2:4][N:3]([C:10]([O:12][C:13]([CH3:16])([CH3:15])[CH3:14])=[O:11])[CH2:2]2.[C:17]([C:21]1[CH:26]=[CH:25][C:24]([O:27][CH2:28][CH:29]2[CH2:31][O:30]2)=[CH:23][CH:22]=1)([CH3:20])([CH3:19])[CH3:18]>CC(O)C.O>[C:17]([C:21]1[CH:26]=[CH:25][C:24]([O:27][CH2:28][CH:29]([OH:30])[CH2:31][N:7]2[CH2:8][CH:1]3[CH2:9][CH:5]([CH2:4][N:3]([C:10]([O:12][C:13]([CH3:16])([CH3:15])[CH3:14])=[O:11])[CH2:2]3)[CH2:6]2)=[CH:23][CH:22]=1)([CH3:18])([CH3:19])[CH3:20]. Reported procedure: A mixture of tert-butyl-3,7-diazabicyclo[3.3.1]nonane-3-carboxylate (2.2 g; 9.70 mmol; see Example F above) and 4-tert-butyl-1-(2-oxiranylmethoxy)benzene (2.0 g; 9.70 mmol; from step (a) above) in 2-propanol (10 mL) and water (1 mL) was stirred at 60° C. for 18 h. The reaction mixture was concentrated to give an oil which was dissolved in hexanes and allowed to stand until solids formed. The solids were collected and dried to give the desired product (0.28 g; 7%) as a white solid. Starting materials: CC(C)(C)OC(=O)CCNC(=O)OC(C)(C)C, CCBr, CC(C)[N-]C(C)C, [Cl-], [Li+], [NH4+], C1CCOC1. Yields the product CCC(CNC(=O)OC(C)(C)C)C(=O)OC(C)(C)C. Reaction SMILES: [C:1]([CH3:2])([CH3:3])([CH3:4])[O:5][C:6]([CH2:7][CH2:8][NH:9][C:10](=[O:11])[O:12][C:13]([CH3:14])([CH3:15])[CH3:16])=[O:17].[CH2:26]([Br:27])[CH3:28].[CH:18]([CH3:19])([N-:20][CH:21]([CH3:22])[CH3:23])[CH3:24].[Cl-:29].[Li+:25].[NH4+:30].[O:31]1[CH2:32][CH2:33][CH2:34][CH2:35]1>>[C:1]([CH3:2])([CH3:3])([CH3:4])[O:5][C:6]([CH:7]([CH2:8][NH:9][C:10](=[O:11])[O:12][C:13]([CH3:14])([CH3:15])[CH3:16])[CH2:18][CH3:19])=[O:17].